Dataset: the Open Reaction Database (ORD), a public repository of structured organic reaction records. Task: describe an organic reaction: reactants, conditions, products, and yield The reactants are BrCCN(C1=CC=C(C=C1)OC)CCBr (N,N-bis(2-bromoethyl)-4-methoxyaniline), C(O)([O-])=O.[Na+] (sodium hydrogencarbonate), CN(C)C=O (DMF), NC=1C(=C(C2=C(C(C(O2)(C)C)=O)C1C=C)C)C (5-amino-4-ethenyl-2,2,6,7-tetramethyl-1-benzofuran-3(2H)-one). Run in C(C)(=O)OCC (ethyl acetate), O (water). Conditions: temperature 120 celsius, time 16 hour. Yields the product C(=C)C1=C(C(=C(C2=C1C(C(O2)(C)C)=O)C)C)N2CCN(CC2)C2=CC=C(C=C2)OC (4-ethenyl-5-[4-(4-methoxyphenyl)piperazin-1-yl]-2,2,6,7-tetramethyl-1-benzofuran-3(2H)-one). Isolated yield 8.4%. RXN SMILES: Br[CH2:2][CH2:3][N:4]([CH2:13][CH2:14]Br)[C:5]1[CH:10]=[CH:9][C:8]([O:11][CH3:12])=[CH:7][CH:6]=1.C(=O)([O-])O.[Na+].CN(C=O)C.[NH2:26][C:27]1[C:28]([CH3:42])=[C:29]([CH3:41])[C:30]2[O:34][C:33]([CH3:36])([CH3:35])[C:32](=[O:37])[C:31]=2[C:38]=1[CH:39]=[CH2:40]>C(OCC)(=O)C.O>[CH:39]([C:38]1[C:31]2[C:32](=[O:37])[C:33]([CH3:35])([CH3:36])[O:34][C:30]=2[C:29]([CH3:41])=[C:28]([CH3:42])[C:27]=1[N:26]1[CH2:14][CH2:13][N:4]([C:5]2[CH:6]=[CH:7][C:8]([O:11][CH3:12])=[CH:9][CH:10]=2)[CH2:3][CH2:2]1)=[CH2:40] |f:1.2|. Reported procedure: N,N-bis(2-bromoethyl)-4-methoxyaniline (2.45 g, 7.63 mmol) and sodium hydrogencarbonate (1.25 g, 1.40 mmol) were added to a solution of DMF (36 mL) containing 5-amino-4-ethenyl-2,2,6,7-tetramethyl-1-benzofuran-3(2H)-one (1.47 g, 6.36 mmol) synthesized in Reference Example 22, and the mixture was stirred at 120° C. for 16 hours. After cooled to room temperature, water was added to the mixture, and extraction was performed using ethyl acetate. It was dried using anhydrous magnesium sulfate. After ...